Dataset: the Open Reaction Database (ORD), a public repository of structured organic reaction records. Task: describe an organic reaction: reactants, conditions, products, and yield Starting materials: BrC1=C(C=C(C=C1)C)F (1-bromo-2-fluoro-4-methyl-benzene), BrN1C(CCC1=O)=O (N-bromosuccinimide), C(C1=CC=CC=C1)(=O)OOC(C1=CC=CC=C1)=O (benzoyl peroxide), crude product, [C-]#N.[Na+] (sodium cyanide). Solvent: C(C)O (ethanol), O (water), C(Cl)(Cl)(Cl)Cl (carbon tetrachloride). Yields the product BrC1=C(C=C(C=C1)CC#N)F ((4-bromo-3-fluoro-phenyl)-acetonitrile). RXN SMILES: [Br:1][C:2]1[CH:7]=[CH:6][C:5]([CH3:8])=[CH:4][C:3]=1[F:9].Br[N:11]1C(=O)CC[C:12]1=O.C(OOC(=O)C1C=CC=CC=1)(=O)C1C=CC=CC=1.[C-]#N.[Na+]>C(Cl)(Cl)(Cl)Cl.C(O)C.O>[Br:1][C:2]1[CH:7]=[CH:6][C:5]([CH2:8][C:12]#[N:11])=[CH:4][C:3]=1[F:9] |f:3.4|. Reported procedure: A solution of 1-bromo-2-fluoro-4-methyl-benzene (5.0 g, 26.45 mmol), N-bromosuccinimide (4.94 g, 27.75 mmol) and benzoyl peroxide (100 mg) in carbon tetrachloride (75 mL) was heated under reflux for 3 hrs, allowed to cool, filtered and the residue flashed through a plug of silica gel, eluting with hexanes. The solvent was evaporated to dryness to afford a colorless oil. The crude product (1.73 g, 6.46 mmol) and sodium cyanide (317 mg, 6.46 mmol) was heated to reflux in a mixture of ethanol (17 m... The reactants are [N+](=O)([O-])C1=C2C=CC(=NC2=CC=C1)Cl (5-nitro-2-chloroquinoline), COC=1C=CC=C2CCC(C12)N (rac-7-methoxy-indane-1-ylamine), N1C=CC=2C(=CC=CC12)C=O (indole-4-carbaldehyde). Yields the product N1C=CC2=C(C=CC=C12)CNC=1C=2C=CC(=NC2C=CC1)NC1CCC2=CC=CC(=C12)OC (rac-N5-(1H-Indol-4-ylmethyl)-N2-(7-methoxy-indan-1-yl)-quinoline-2,5-diamine). RXN SMILES: [N+:1]([C:4]1[CH:13]=[CH:12][CH:11]=[C:10]2[C:5]=1[CH:6]=[CH:7][C:8](Cl)=[N:9]2)([O-])=O.[CH3:15][O:16][C:17]1[CH:18]=[CH:19][CH:20]=[C:21]2[C:25]=1[CH:24]([NH2:26])[CH2:23][CH2:22]2.[NH:27]1[C:35]2[CH:34]=[CH:33][CH:32]=[C:31]([CH:36]=O)[C:30]=2[CH:29]=[CH:28]1>>[NH:27]1[C:35]2[C:30](=[C:31]([CH2:36][NH:1][C:4]3[C:5]4[CH:6]=[CH:7][C:8]([NH:26][CH:24]5[C:25]6[C:21](=[CH:20][CH:19]=[CH:18][C:17]=6[O:16][CH3:15])[CH2:22][CH2:23]5)=[N:9][C:10]=4[CH:11]=[CH:12][CH:13]=3)[CH:32]=[CH:33][CH:34]=2)[CH:29]=[CH:28]1. Reported procedure: The title compound, MS: m/e=435.4 (M+H+), was prepared in accordance with the general method of example 43 from 5-nitro-2-chloroquinoline, rac-7-methoxy-indane-1-ylamine and indole-4-carbaldehyde. Starting materials: C(=O)C=1C=C(C(C(=O)OCC)=CC1)C(=O)OCC (diethyl 4-formylphthalate), [N+](=O)([O-])CC (nitroethane), C(C1=CC=CC=C1)N (benzyl amine). Solvent: C1(=CC=CC=C1)C (toluene). Yields the product [N+](=O)([O-])C(=CC=1C=C(C(C(=O)OCC)=CC1)C(=O)OCC)C (diethy 4-(2-nitropropen-1-yl)phthalate). As a reaction SMILES: [CH:1]([C:3]1[CH:4]=[C:5]([C:14]([O:16][CH2:17][CH3:18])=[O:15])[C:6](=[CH:12][CH:13]=1)[C:7]([O:9][CH2:10][CH3:11])=[O:8])=O.[N+:19]([CH2:22][CH3:23])([O-:21])=[O:20].C(N)C1C=CC=CC=1>C1(C)C=CC=CC=1>[N+:19]([C:22]([CH3:23])=[CH:1][C:3]1[CH:4]=[C:5]([C:14]([O:16][CH2:17][CH3:18])=[O:15])[C:6](=[CH:12][CH:13]=1)[C:7]([O:9][CH2:10][CH3:11])=[O:8])([O-:21])=[O:20]. Reported procedure: A mixture of one equivalent of diethyl 4-methylphthalate, two equivalents of N-bromosuccinimide and carbon tetrachloride is irradiated with a 500 W tungsten lamp for three hours. The mixture is filtered and the solution is shaken with excess sodium carbonate solution. Evaporation of the organic phase gives diethyl 4-formylphthalate. This aldehyde is combined with excess nitroethane, toluene and a catalytic amount of benzyl amine. The mixture is heated on a steam bath for 48 hours and evaporated ... Reactants: SC=1C=C(C=C(C1)O)O (5-sulfanylbenzene-1,3-diol), CN(C)C=O (DMF), ClCC(CC(=O)OC)=O (methyl 4-chloroacetoacetate). The solvent is O (water). Run at temperature 70 celsius, time 4 hour. The product is OC=1C=C(C=C(C1)O)SCC(CC(=O)OC)=O (Methyl 4-((3,5-dihydroxyphenyl)sulfanyl)-3-oxobutanoate). Reaction SMILES: [SH:1][C:2]1[CH:3]=[C:4]([OH:9])[CH:5]=[C:6]([OH:8])[CH:7]=1.CN(C=O)C.Cl[CH2:16][C:17](=[O:23])[CH2:18][C:19]([O:21][CH3:22])=[O:20]>O>[OH:9][C:4]1[CH:3]=[C:2]([S:1][CH2:16][C:17](=[O:23])[CH2:18][C:19]([O:21][CH3:22])=[O:20])[CH:7]=[C:6]([OH:8])[CH:5]=1. Procedure details: To a mixture of 5-sulfanylbenzene-1,3-diol (12.2 g) and DMF (dry) (100 mL) was added methyl 4-chloroacetoacetate (10.0 mL) at room temperature, and the mixture was stirred at 70° C. for 4 h. The mixture was poured into water at room temperature and extracted with EtOAc. The organic layer was separated, washed successively with 1N HCl and brine, dried over MgSO4 and concentrated in vacuo. The residue was purified by silica gel column chromatography (EtOAc/hexane) to give the title compound (15.1 ...